This data is from the Open Reaction Database (ORD), a public repository of structured organic reaction records. The task is: describe an organic reaction: reactants, conditions, products, and yield The reactants are [Br-].C(C1=CC=CC=C1)(=O)OCC[N+](C)(C)CCCCCCCCCCCCCCCCCC (N-(2-(benzoyloxy)ethyl)-N,N-dimethyl-n-octadecylammonium bromide), [N+](=O)([O-])C=1C=C(C=CC1)S(=O)(=O)[O-].[Na+] (sodium m-nitrobenzenesulfonate). Run in O (water), O (water). The product is [N+](=O)([O-])C=1C=C(C=CC1)S(=O)(=O)[O-].C(C1=CC=CC=C1)(=O)OCC[N+](C)(C)CCCCCCCCCCCCCCCCCC (N-(2-(Benzoyloxy)ethyl)-N,N-dimethyl-n-octadecylammonium m-nitrobenzenesulfonate). Yield: 66.9%. As a reaction SMILES: [Br-].[C:2]([O:10][CH2:11][CH2:12][N+:13]([CH2:16][CH2:17][CH2:18][CH2:19][CH2:20][CH2:21][CH2:22][CH2:23][CH2:24][CH2:25][CH2:26][CH2:27][CH2:28][CH2:29][CH2:30][CH2:31][CH2:32][CH3:33])([CH3:15])[CH3:14])(=[O:9])[C:3]1[CH:8]=[CH:7][CH:6]=[CH:5][CH:4]=1.[N+:34]([C:37]1[CH:38]=[C:39]([S:43]([O-:46])(=[O:45])=[O:44])[CH:40]=[CH:41][CH:42]=1)([O-:36])=[O:35].[Na+]>O>[N+:34]([C:37]1[CH:38]=[C:39]([S:43]([O-:46])(=[O:44])=[O:45])[CH:40]=[CH:41][CH:42]=1)([O-:36])=[O:35].[C:2]([O:10][CH2:11][CH2:12][N+:13]([CH2:16][CH2:17][CH2:18][CH2:19][CH2:20][CH2:21][CH2:22][CH2:23][CH2:24][CH2:25][CH2:26][CH2:27][CH2:28][CH2:29][CH2:30][CH2:31][CH2:32][CH3:33])([CH3:14])[CH3:15])(=[O:9])[C:3]1[CH:8]=[CH:7][CH:6]=[CH:5][CH:4]=1 |f:0.1,2.3,5.6|. Procedure: To a solution of 26.33 g (0.05 mol) of N-(2-(benzoyloxy)ethyl)-N,N-dimethyl-n-octadecylammonium bromide (prepared as described in Example 36) dissolved in 500 ml of water at 70° C. was added a solution of 11.26 g (0.05 mol) of sodium m-nitrobenzenesulfonate in 100 ml of water. The resultant mixture was extracted with methylene chloride. The water layer was separated and the organic layer was dried over MgSO4 and concentrated. The solid was recrystallized from ethyl acetate, collected, washed wit...